This data is from the Open Reaction Database (ORD), a public repository of structured organic reaction records. The task is: describe an organic reaction: reactants, conditions, products, and yield Run in C1CCOC1 (THF), C1CCOC1 (THF). Product: [N+](=O)([O-])C=1C=C(C=C(C1)C(F)(F)F)CO ([3-nitro-5-(trifluoromethyl)phenyl]methanol). Run at temperature 60 celsius, time 24 hour. Procedure details: To a solution of 3-nitro-5-(trifluoromethyl)benzoic acid (2.0 g, 8.5 mmol) in THF (100 mL) was added borane-THF (17 mL of a 1 M solution in THF, 17 mmol). The reaction was stirred at 60° C. for 24 hours and then poured into H2O (50 mL). The resultant mixture was extracted with EtOAc (100 mL) and the organic layer was washed with brine (50 mL), dried over Na2SO4, filtered, and concentrated. Purification by flash chromatography with 50% EtOAc/hexanes afforded [3-nitro-5-(trifluoromethyl)phenyl]met... The reactants are O (H2O), [N+](=O)([O-])C=1C=C(C(=O)O)C=C(C1)C(F)(F)F (3-nitro-5-(trifluoromethyl)benzoic acid), B.C1CCOC1 (borane THF), solution. RXN SMILES: [N+:1]([C:4]1[CH:5]=[C:6]([CH:10]=[C:11]([C:13]([F:16])([F:15])[F:14])[CH:12]=1)[C:7](O)=[O:8])([O-:3])=[O:2].B.C1COCC1.O>C1COCC1>[N+:1]([C:4]1[CH:5]=[C:6]([CH2:7][OH:8])[CH:10]=[C:11]([C:13]([F:14])([F:15])[F:16])[CH:12]=1)([O-:3])=[O:2] |f:1.2|. Yields the product FC1=C2CC(CC2=CC(=C1)C1=NC=C(C=C1)CCCCCCCC)CCCCCCCC (4-Fluoro-6-(5-octyl-pyridine-2-yl)-2-octyl-indane). Reported procedure: Obtained by reacting with 2,5-dibromopyridine to form 4-fluoro-6-(5-bromo-pyridine-2-yl)-2-octyl indane and subsequent reaction with the octene-9-BBN-adduct. Reaction SMILES: BrC1C=CC(Br)=CN=1.[F:9][C:10]1[CH:18]=[C:17]([C:19]2[CH:24]=[CH:23][C:22](Br)=[CH:21][N:20]=2)[CH:16]=[C:15]2[C:11]=1[CH2:12][CH:13]([CH2:26][CH2:27][CH2:28][CH2:29][CH2:30][CH2:31][CH2:32][CH3:33])[CH2:14]2.[CH2:34]=[CH:35][CH2:36][CH2:37][CH2:38][CH2:39][CH2:40][CH3:41].B1C2CCCC1CCC2>>[F:9][C:10]1[CH:18]=[C:17]([C:19]2[CH:24]=[CH:23][C:22]([CH2:34][CH2:35][CH2:36][CH2:37][CH2:38][CH2:39][CH2:40][CH3:41])=[CH:21][N:20]=2)[CH:16]=[C:15]2[C:11]=1[CH2:12][CH:13]([CH2:26][CH2:27][CH2:28][CH2:29][CH2:30][CH2:31][CH2:32][CH3:33])[CH2:14]2 |f:2.3|. Reactants: BrC1=NC=C(C=C1)Br (2,5-dibromopyridine), FC1=C2CC(CC2=CC(=C1)C1=NC=C(C=C1)Br)CCCCCCCC (4-fluoro-6-(5-bromo-pyridine-2-yl)-2-octyl indane), C=CCCCCCC.B1C2CCCC1CCC2 (octene 9-BBN). The reactants are S(=O)(Cl)Cl (thionyl chloride), O=S1(NC2=C(CN1CCCO)C=CC=C2)=O (3-(2,2-dioxido-1,4-dihydro-3H-2,1,3-benzothiadiazin-3-yl)propan-1-ol), S(=O)(Cl)Cl (thionyl chloride), CN(C=O)C (dimethylformamide). Run in ClCCl (dichloromethane). Conditions: temperature 23 celsius, time 16 hour. Yields the product ethyl acetate hexanes, ClCCCN1S(NC2=C(C1)C=CC=C2)(=O)=O (3-(3-chloropropyl)-3,4-dihydro-1H-2,1,3-benzothiadiazine 2,2-dioxide). The yield is 79.5%. RXN SMILES: [O:1]=[S:2]1(=[O:16])[N:7]([CH2:8][CH2:9][CH2:10]O)[CH2:6][C:5]2[CH:12]=[CH:13][CH:14]=[CH:15][C:4]=2[NH:3]1.S(Cl)([Cl:19])=O.CN(C)C=O>ClCCl>[Cl:19][CH2:10][CH2:9][CH2:8][N:7]1[CH2:6][C:5]2[CH:12]=[CH:13][CH:14]=[CH:15][C:4]=2[NH:3][S:2]1(=[O:16])=[O:1]. Procedure: A solution of 3-(2,2-dioxido-1,4-dihydro-3H-2,1,3-benzothiadiazin-3-yl)propan-1-ol (1.0 g, 4.1 mmol) in dichloromethane (20 mL) was treated with thionyl chloride (0.91 mL, 12.3 mmol) and dimethylformamide (0.20 mL) and stirred at 23° C. for 16 hours. Additional thionyl chloride (0.30 mL, 4.1 mmol) was added and stirring was continued for an additional 4 hours. The reaction mixture was quenched by the addition of methanol (5 mL) and evaporated. Flash chromatography (SiO2, 3-40% ethyl acetate/hexa... The reactants are ClC=1C=C(C=C(C1)Cl)C1(CC(=NO1)C1=CC=C(C2=CC=CC=C12)C=O)C(F)(F)F (4-[5-(3,5-dichlorophenyl)-4,5-dihydro-5-(trifluoromethyl)-3-isoxazolyl]-1-naphthalenecarboxaldehyde), C1(CC1)C(=O)N (cyclopropanecarboxamide), FC(C(=O)O)(F)F (trifluoroacetic acid), C(C)[SiH](CC)CC (triethylsilane). The solvent is C1(=CC=CC=C1)C (toluene). Run at time 8 hour. Product: ClC=1C=C(C=C(C1)Cl)C1(CC(=NO1)C1=CC=C(C2=CC=CC=C12)CNC(=O)C1CC1)C(F)(F)F (N-[[4-[5-(3,5-dichlorophenyl)-4,5-dihydro-5-(trifluoromethyl)-3-isoxazolyl]-1-naphthalenyl]methyl]cyclopropanecarboxamide). Reaction SMILES: [Cl:1][C:2]1[CH:3]=[C:4]([C:9]2([C:26]([F:29])([F:28])[F:27])[O:13][N:12]=[C:11]([C:14]3[C:23]4[C:18](=[CH:19][CH:20]=[CH:21][CH:22]=4)[C:17]([CH:24]=O)=[CH:16][CH:15]=3)[CH2:10]2)[CH:5]=[C:6]([Cl:8])[CH:7]=1.[CH:30]1([C:33]([NH2:35])=[O:34])[CH2:32][CH2:31]1.FC(F)(F)C(O)=O.C([SiH](CC)CC)C>C1(C)C=CC=CC=1>[Cl:1][C:2]1[CH:3]=[C:4]([C:9]2([C:26]([F:28])([F:27])[F:29])[O:13][N:12]=[C:11]([C:14]3[C:23]4[C:18](=[CH:19][CH:20]=[CH:21][CH:22]=4)[C:17]([CH2:24][NH:35][C:33]([CH:30]4[CH2:32][CH2:31]4)=[O:34])=[CH:16][CH:15]=3)[CH2:10]2)[CH:5]=[C:6]([Cl:8])[CH:7]=1. Procedure details: A mixture of the title compound of Step B (127 mg, 0.29 mmol), cyclopropanecarboxamide (74 mg, 0.87 mmol), trifluoroacetic acid (0.07 mL, 0.87 mmol) and triethylsilane (0.14 ml, 0.87 mmol) in toluene (2 mL) was gently refluxed overnight. The reaction mixture was then concentrated under reduced pressure, and the residue was purified by column chromatography on silica gel using hexane/EtOAc as eluent to provide the title compound, a compound of this invention, as a white foamy solid (113 mg, 77% y... Reactants: CON, CCO, Cl, [Na+], [Na+], O=C([O-])[O-], O=CCN1C(=O)c2ccccc2C1=O, O. Yields the product CON=CCN1C(=O)c2ccccc2C1=O. As a reaction SMILES: [CH3:16][O:17][NH2:18].[CH3:26][CH2:27][OH:28].[ClH:15].[Na+:19].[Na+:20].[O-:21][C:22](=[O:23])[O-:24].[O:1]=[CH:2][CH2:3][N:4]1[C:5](=[O:14])[c:6]2[c:7]([cH:10][cH:11][cH:12][cH:13]2)[C:8]1=[O:9].[OH2:25]>>[CH:2]([CH2:3][N:4]1[C:5](=[O:14])[c:6]2[c:7]([cH:10][cH:11][cH:12][cH:13]2)[C:8]1=[O:9])=[N:18][O:17][CH3:16]. Reactants: COC=1C(=C(OCCCOC2=C(C3=C(CCC(O3)C(=O)OC)C=C2)CCC)C=CC1C=1N=CSC1)CC=C (Methyl 3,4-dihydro-7-[3-[3-methoxy-2-(2-propenyl)-4-(4-thiazolyl)phenoxy]-propoxy]-8-propyl-2H-1-benzopyran-2-carboxylate), CO.C1CCOC1 (methanol THF), [OH-].[Li+] (lithium hydroxide), C(C)(=O)OCC.O (ethyl acetate water). Run in CCCCCC.C(C)(=O)OCC (hexane ethyl acetate). The product is COC=1C(=C(OCCCOC2=C(C3=C(CCC(O3)C(=O)O)C=C2)CCC)C=CC1C=1N=CSC1)CC=C (3,4-dihydro-7-[3-[3-methoxy-2-(2-propenyl)-4-(4-thiazolyl)-phenoxy]propoxy]-8-propyl-2H-1-benzopyran-2-carboxylic acid). The yield is 93.2%. As a reaction SMILES: [CH3:1][O:2][C:3]1[C:4]([CH2:36][CH:37]=[CH2:38])=[C:5]([CH:28]=[CH:29][C:30]=1[C:31]1[N:32]=[CH:33][S:34][CH:35]=1)[O:6][CH2:7][CH2:8][CH2:9][O:10][C:11]1[CH:24]=[CH:23][C:14]2[CH2:15][CH2:16][CH:17]([C:19]([O:21]C)=[O:20])[O:18][C:13]=2[C:12]=1[CH2:25][CH2:26][CH3:27].CO.C1COCC1.[OH-].[Li+].C(OCC)(=O)C.O>CCCCCC.C(OCC)(=O)C>[CH3:1][O:2][C:3]1[C:4]([CH2:36][CH:37]=[CH2:38])=[C:5]([CH:28]=[CH:29][C:30]=1[C:31]1[N:32]=[CH:33][S:34][CH:35]=1)[O:6][CH2:7][CH2:8][CH2:9][O:10][C:11]1[CH:24]=[CH:23][C:14]2[CH2:15][CH2:16][CH:17]([C:19]([OH:21])=[O:20])[O:18][C:13]=2[C:12]=1[CH2:25][CH2:26][CH3:27] |f:1.2,3.4,5.6,7.8|. Reported procedure: The compound of Example 16 (22 mg, 40.9 μmol), 1 mL 4:1 methanol/THF, and 100 mL 1 N lithium hydroxide were stirred at room temperature for 2.75 hours. The mixture was poured into ethyl acetate/water, and the ethyl acetate layer was washed with brine, dried over sodium sulfate and concentrated. Flash chromatography on silica gel using 5:1 hexane/ethyl acetate (1% acetic acid) provided the product (20 mg, 38.1 μmol, 93% yield). High resolution mass spectrum, m/e 479.2114 (calculated for C28H35NO4... Isolated yield 86.5%. Reactants: Cl (hydrogen chloride), FC1=CC=C(C=C1)C[C@@H](C(=O)NC1=CC(=NN1C)C1=CC=NC=C1)NCC(=O)OCC (Ethyl 2-((S)-3-(4-fluorophenyl)-1-(1-methyl-3-(pyridin-4-yl)-1H-pyrazol-5-ylamino)-1-oxopropan-2-ylamino)acetate), O.[OH-].[Li+] (lithium hydroxide monohydrate), O (water). Run in O1CCCC1 (tetrahydrofuran). Reported procedure: To a 25 ml flask was added ethyl 2-((S)-3-(4-fluorophenyl)-1-(1-methyl-3-(pyridin-4-yl)-1H-pyrazol-5-ylamino)-1-oxopropan-2-ylamino)acetate 103.1.C (331 mg, 0.78 mmole), lithium hydroxide monohydrate (65.3 mg, 1.56 mmole), 1 ml of water and 6 ml of tetrahydrofuran. After 3 hours, 0.78 ml of 2N-hydrogen chloride solution was added to neutralize. The solvent was removed by rotary evaporation. The crude product was purified by silica gel chromatography to give 103.2 (268 mg, 87% yield) as colorless... As a reaction SMILES: [F:1][C:2]1[CH:7]=[CH:6][C:5]([CH2:8][C@H:9]([NH:25][CH2:26][C:27]([O:29]CC)=[O:28])[C:10]([NH:12][C:13]2[N:17]([CH3:18])[N:16]=[C:15]([C:19]3[CH:24]=[CH:23][N:22]=[CH:21][CH:20]=3)[CH:14]=2)=[O:11])=[CH:4][CH:3]=1.O.[OH-].[Li+].O.Cl>O1CCCC1>[F:1][C:2]1[CH:7]=[CH:6][C:5]([CH2:8][C@H:9]([NH:25][CH2:26][C:27]([OH:29])=[O:28])[C:10]([NH:12][C:13]2[N:17]([CH3:18])[N:16]=[C:15]([C:19]3[CH:24]=[CH:23][N:22]=[CH:21][CH:20]=3)[CH:14]=2)=[O:11])=[CH:4][CH:3]=1 |f:1.2.3|. Run at time 3 hour. Yields the product FC1=CC=C(C=C1)C[C@@H](C(=O)NC1=CC(=NN1C)C1=CC=NC=C1)NCC(=O)O (2-((S)-3-(4-Fluorophenyl)-1-(1-methyl-3-(pyridin-4-yl)-1H-pyrazol-5-ylamino)-1-oxopropan-2-ylamino)acetic acid).